Dataset: the Open Reaction Database (ORD), a public repository of structured organic reaction records. Task: describe an organic reaction: reactants, conditions, products, and yield As a reaction SMILES: [OH-:1].[Li+].[CH2:3]([C@H:10]([CH2:22][C:23]([N:25]([CH:27]1[CH2:32][CH2:31][CH2:30][CH2:29][CH2:28]1)[CH3:26])=[O:24])[C:11](N1[C@@H](C(C)C)COC1=O)=[O:12])[C:4]1[CH:9]=[CH:8][CH:7]=[CH:6][CH:5]=1>O1CCCC1.O>[CH2:3]([C@H:10]([CH2:22][C:23]([N:25]([CH:27]1[CH2:32][CH2:31][CH2:30][CH2:29][CH2:28]1)[CH3:26])=[O:24])[C:11]([OH:12])=[O:1])[C:4]1[CH:5]=[CH:6][CH:7]=[CH:8][CH:9]=1 |f:0.1|. The reactants are [OH-].[Li+] (lithium hydroxide), C(C1=CC=CC=C1)[C@@H](C(=O)N1C(OC[C@@H]1C(C)C)=O)CC(=O)N(C)C1CCCCC1 (3-[2(R)-benzyl-4-(N-cyclohexyl-N-methylamino)-4-oxobutyryl]-4(S)-isopropyl-2-oxazolidinone). Isolated yield 35.4%. Conditions: time 5 hour. Procedure: 100 mg (2.42 mmole) of lithium hydroxide were added to a solution of 500 mg (1.21 mmole) of 3-[2(R)-benzyl-4-(N-cyclohexyl-N-methylamino)-4-oxobutyryl]-4(S)-isopropyl-2-oxazolidinone (which had been prepared by a similar procedure to those described in Preparations 12-14) in a mixture of 10 ml of tetrahydrofuran and 4 ml of water, and the mixture was stirred at room temperature for 5 hours. At the end of this time, the solvent was removed by distillation under reduced pressure, and the resulting... The solvent is O1CCCC1 (tetrahydrofuran), O (water). The product is C(C1=CC=CC=C1)[C@@H](C(=O)O)CC(=O)N(C)C1CCCCC1 (2(R)-Benzyl-3-(N-cyclohexyl-N-methylaminocarbonyl)propionic acid).